This data is from the Open Reaction Database (ORD), a public repository of structured organic reaction records. The task is: describe an organic reaction: reactants, conditions, products, and yield Starting materials: N1=CC=CC=C1 (Pyridine), Cl.NO (hydroxylamine hydrochloride), C(C)(C)(C)OC(=O)OC1=C(C(=O)OC(C)(C)C)C(=CC=C1C(F)(F)F)COC1=CC=C(C=C1)C1=C(C=C(C=C1)CC(=O)OC)C=O (tert-butyl 2-[(tert-butoxycarbonyl)oxy]-6-[({2′-formyl-4′-[(methoxycarbonyl)methyl]-1,1′-biphenyl-4-yl}oxy)methyl]-3-(trifluoromethyl)benzoate). Run in C(C)O (ethanol), C(C)(=O)OCC (ethyl acetate). Reaction conditions: time 4 hour. The product is C(C)(C)(C)OC(=O)OC1=C(C(=O)OC(C)(C)C)C(=CC=C1C(F)(F)F)COC1=CC=C(C=C1)C1=C(C=C(C=C1)CC(=O)OC)C=NO (tert-butyl 2-[(tert-butoxycarbonyl)oxy]-6-[({2′-[(hydroxyimino)methyl]-4′-[(methoxycarbonyl)methyl]-1,1′-biphenyl-4-yl}oxy)methyl]-3-(trifluoromethyl)benzoate). Isolated yield 83.9%. Reaction SMILES: N1C=CC=CC=1.Cl.[NH2:8][OH:9].[C:10]([O:14][C:15]([O:17][C:18]1[C:30]([C:31]([F:34])([F:33])[F:32])=[CH:29][CH:28]=[C:27]([CH2:35][O:36][C:37]2[CH:42]=[CH:41][C:40]([C:43]3[CH:48]=[CH:47][C:46]([CH2:49][C:50]([O:52][CH3:53])=[O:51])=[CH:45][C:44]=3[CH:54]=O)=[CH:39][CH:38]=2)[C:19]=1[C:20]([O:22][C:23]([CH3:26])([CH3:25])[CH3:24])=[O:21])=[O:16])([CH3:13])([CH3:12])[CH3:11]>C(O)C.C(OCC)(=O)C>[C:10]([O:14][C:15]([O:17][C:18]1[C:30]([C:31]([F:34])([F:33])[F:32])=[CH:29][CH:28]=[C:27]([CH2:35][O:36][C:37]2[CH:42]=[CH:41][C:40]([C:43]3[CH:48]=[CH:47][C:46]([CH2:49][C:50]([O:52][CH3:53])=[O:51])=[CH:45][C:44]=3[CH:54]=[N:8][OH:9])=[CH:39][CH:38]=2)[C:19]=1[C:20]([O:22][C:23]([CH3:26])([CH3:25])[CH3:24])=[O:21])=[O:16])([CH3:13])([CH3:12])[CH3:11] |f:1.2|. Reported procedure: Pyridine (49 μl, 0.62 mmol) and hydroxylamine hydrochloride (42 mg, 0.62 mmol) were added to a solution of tert-butyl 2-[(tert-butoxycarbonyl)oxy]-6-[({2′-formyl-4′-[(methoxycarbonyl)methyl]-1,1′-biphenyl-4-yl}oxy)methyl]-3-(trifluoromethyl)benzoate (198 mg, 0.307 mmol) obtained in Example (45-2) in ethanol (4 ml), and the mixture was stirred at room temperature for 4 hours. The reaction mixture was diluted with ethyl acetate, successively washed with water and a saturated aqueous NaCl solution ...